Dataset: the Open Reaction Database (ORD), a public repository of structured organic reaction records. Task: describe an organic reaction: reactants, conditions, products, and yield Reactants: N(=C=O)[C@H](C(=O)OC)[C@H](CC)C ((2S,3S)-2-isocyanato-3-methylvaleric acid, methyl ester), ClC1=CC=C(C=C1)C1N(CC12CCN(CC2)C(=O)OC(C)(C)C)C2CC2 (1,1-Dimethylethyl 1-(4-chlorophenyl)-2-cyclopropyl-2,7-diazaspiro[3.5]nonane-7-carboxylate), C(=O)(C(F)(F)F)O (TFA), resultant product. Product: COC(C(C(CC)C)NC(=O)N1CCC2(CN(C2C2=CC=C(C=C2)Cl)C2CC2)CC1)=O (2-{[1-(4-Chloro-phenyl)-2-cyclopropyl-2,7-diaza-spiro[3.5]nonane-7-carbonyl]-amino}-3-methyl-pentanoic acid methyl ester). RXN SMILES: [Cl:1][C:2]1[CH:7]=[CH:6][C:5]([CH:8]2[C:11]3([CH2:16][CH2:15][N:14](C(OC(C)(C)C)=O)[CH2:13][CH2:12]3)[CH2:10][N:9]2[CH:24]2[CH2:26][CH2:25]2)=[CH:4][CH:3]=1.C(O)(C(F)(F)F)=O.[N:34]([C@@H:37]([C@@H:42]([CH3:45])[CH2:43][CH3:44])[C:38]([O:40][CH3:41])=[O:39])=[C:35]=[O:36]>>[CH3:41][O:40][C:38](=[O:39])[CH:37]([NH:34][C:35]([N:14]1[CH2:15][CH2:16][C:11]2([CH:8]([C:5]3[CH:6]=[CH:7][C:2]([Cl:1])=[CH:3][CH:4]=3)[N:9]([CH:24]3[CH2:26][CH2:25]3)[CH2:10]2)[CH2:12][CH2:13]1)=[O:36])[CH:42]([CH3:45])[CH2:43][CH3:44]. Reported procedure: Treat the compound from Example 2 with TFA according to the procedure of step D in Example 1 and treat the resultant product from this reaction with (2S,3S)-2-isocyanato-3-methylvaleric acid, methyl ester according to the procedure Example 1 step E to give the title compound which is characterized by LCMS. (MWT 448). Reactants: Cc1cc(C(C)(C)C)c(O)c(C)c1CCl, CCCCCCCCCCCCOP(OCCCCCCCCCCCC)OCCCCCCCCCCCC. Yields the product CCCCCCCCCCCCOP(=O)(Cc1c(C)cc(C(C)(C)C)c(O)c1C)OCCCCCCCCCCCC. RXN SMILES: [C:41]([CH3:42])([CH3:43])([CH3:44])[c:45]1[cH:46][c:47]([CH3:55])[c:48]([CH2:53][Cl:54])[c:49]([CH3:52])[c:50]1[OH:51].[P:1]([O:2][CH2:3][CH2:4][CH2:5][CH2:6][CH2:7][CH2:8][CH2:9][CH2:10][CH2:11][CH2:12][CH2:13][CH3:14])([O:15][CH2:16][CH2:17][CH2:18][CH2:19][CH2:20][CH2:21][CH2:22][CH2:23][CH2:24][CH2:25][CH2:26][CH3:27])[O:28][CH2:29][CH2:30][CH2:31][CH2:32][CH2:33][CH2:34][CH2:35][CH2:36][CH2:37][CH2:38][CH2:39][CH3:40]>>[P:1](=[O:2])([O:15][CH2:16][CH2:17][CH2:18][CH2:19][CH2:20][CH2:21][CH2:22][CH2:23][CH2:24][CH2:25][CH2:26][CH3:27])([O:28][CH2:29][CH2:30][CH2:31][CH2:32][CH2:33][CH2:34][CH2:35][CH2:36][CH2:37][CH2:38][CH2:39][CH3:40])[CH2:53][c:48]1[c:47]([CH3:55])[cH:46][c:45]([C:41]([CH3:42])([CH3:43])[CH3:44])[c:50]([OH:51])[c:49]1[CH3:52].